From a dataset of the Open Reaction Database (ORD), a public repository of structured organic reaction records. describe an organic reaction: reactants, conditions, products, and yield The reactants are N#N (N2), CC(C)([O-])C.[K+] (potassium tert-butoxide), C(C)OC(C1=CC(=C(C=C1)OC)SCCC(=O)OCCCCCCCC)=O (4-Methoxy-3-(2-octyloxycarbonyl-ethylsulfanyl)-benzoic acid ethyl ester). The solvent is C1CCOC1 (THF). Run at temperature -78 celsius, time 1 hour. Yields the product C(C)OC(C1=CC(=C(C=C1)OC)S)=O (3-Mercapto-4-methoxy-benzoic acid ethyl ester). Reaction SMILES: [CH2:1]([O:3][C:4](=[O:27])[C:5]1[CH:10]=[CH:9][C:8]([O:11][CH3:12])=[C:7]([S:13]CCC(OCCCCCCCC)=O)[CH:6]=1)[CH3:2].N#N.CC(C)([O-])C.[K+]>C1COCC1>[CH2:1]([O:3][C:4](=[O:27])[C:5]1[CH:10]=[CH:9][C:8]([O:11][CH3:12])=[C:7]([SH:13])[CH:6]=1)[CH3:2] |f:2.3|. Procedure: 4-Methoxy-3-(2-octyloxycarbonyl-ethylsulfanyl)-benzoic acid ethyl ester (2.93 g, 7.40 mmol) was dissolved in THF and the mixture was chilled to −78° C. N2 (g) was bubbled through the reaction mixture and potassium tert-butoxide (8.88 mL, 1.0M in THF, 8.88 mmol) was added via syringe over 2 minutes. The reaction was stirred at −78° C. for 1 hour then slowly allowed to warm to 10° C. for 2 hours. The reaction was then quenched with 1N aq. HCl (30 mL) and submitted to standard aqueous workup. The r... The reactants are OC1=C(C=CC=C1OCC)B(O)O (2-hydroxy-3-ethoxyphenylboronic acid), BrC1(C=CC=C(N1)C1=NC=CC=C1)Br (6,6-dibromo-2,2′-bipyridyl), C([O-])([O-])=O.[Na+].[Na+] (sodium carbonate). The reagents and catalysts are [Pd].C1(=CC=CC=C1)P(C1=CC=CC=C1)C1=CC=CC=C1.C1(=CC=CC=C1)P(C1=CC=CC=C1)C1=CC=CC=C1.C1(=CC=CC=C1)P(C1=CC=CC=C1)C1=CC=CC=C1.C1(=CC=CC=C1)P(C1=CC=CC=C1)C1=CC=CC=C1 (tetrakis(triphenylphosphine) palladium). Solvent: COCCOC (ethylene glycol dimethyl ether). Yields the product OC1=C(C=CC=C1OCC)C1=CC=CC(=N1)C1=NC(=CC=C1)C1=C(C(=CC=C1)OCC)O (6,6′-Bis(2-hydroxy-3-ethoxyphenyl)-2,2′-bipyridine). The yield is 48.0%. RXN SMILES: [OH:1][C:2]1[C:7]([O:8][CH2:9][CH3:10])=[CH:6][CH:5]=[CH:4][C:3]=1B(O)O.Br[C:15]1(Br)[NH:20][C:19]([C:21]2[CH:26]=[CH:25][CH:24]=[CH:23][N:22]=2)=[CH:18][CH:17]=[CH:16]1.[C:28](=[O:31])([O-])[O-].[Na+].[Na+]>COCCOC.[Pd].C1(P(C2C=CC=CC=2)C2C=CC=CC=2)C=CC=CC=1.C1(P(C2C=CC=CC=2)C2C=CC=CC=2)C=CC=CC=1.C1(P(C2C=CC=CC=2)C2C=CC=CC=2)C=CC=CC=1.C1(P(C2C=CC=CC=2)C2C=CC=CC=2)C=CC=CC=1>[OH:1][C:2]1[C:7]([O:8][CH2:9][CH3:10])=[CH:6][CH:5]=[CH:4][C:3]=1[C:23]1[N:22]=[C:21]([C:19]2[CH:18]=[CH:17][CH:16]=[C:15]([C:3]3[CH:4]=[CH:5][CH:6]=[C:7]([O:8][CH2:9][CH3:10])[C:28]=3[OH:31])[N:20]=2)[CH:26]=[CH:25][CH:24]=1 |f:2.3.4,6.7.8.9.10|. Procedure details: 6,6′-Bis(2-hydroxy-3-ethoxyphenyl)-2,2′-bipyridine was prepared by reaction of 2-hydroxy-3-ethoxyphenylboronic acid (836 mg, 4.60 mmol) with 6,6-dibromo-2,2′-bipyridyl (722 mg, 2.30 mmol), sodium carbonate (2N solution, 6 ml) and tetrakis(triphenylphosphine) palladium (40 mg) in ethylene glycol dimethyl ether (30 ml) at reflux under nitrogen for 4 hours. The solid was filtered from the cooled reaction and washed with ether and water and toluene, to give the desired product as a yellow solid (446...